Dataset: the Open Reaction Database (ORD), a public repository of structured organic reaction records. Task: describe an organic reaction: reactants, conditions, products, and yield Reactants: C(C)(=O)SCC(C(=O)NC=1C=C(C(=O)OC)C=CN1)C (methyl 2-(2-acetylthiomethyl-propionamido)-isonicotinate), C(C)(=O)SCC(C(=O)NC1=C(C(=O)OC)C=CC=N1)C (methyl 2-(2-acetylthiomethyl-propionamido)-nicotinate). Yields the product SCC(C(=O)NC=1C=C(C(=O)O)C=CN1)C (2-(2-mercaptomethyl-propionamido)-isonicotinic acid). As a reaction SMILES: C([S:4][CH2:5][CH:6]([CH3:20])[C:7]([NH:9][C:10]1[CH:11]=[C:12]([CH:17]=[CH:18][N:19]=1)[C:13]([O:15]C)=[O:14])=[O:8])(=O)C.C(SCC(C)C(NC1N=CC=CC=1C(OC)=O)=O)(=O)C>>[SH:4][CH2:5][CH:6]([CH3:20])[C:7]([NH:9][C:10]1[CH:11]=[C:12]([CH:17]=[CH:18][N:19]=1)[C:13]([OH:15])=[O:14])=[O:8]. Reported procedure: Following the procedure of Example 3, but substituting an equivalent amount of methyl 2-(2-acetylthiomethyl-propionamido)-isonicotinate, obtained as disclosed in Example 29, for methyl 2-(2-acetylthiomethyl-propionamido)-nicotinate; 2-(2-mercaptomethyl-propionamido)-isonicotinic acid is obtained; m.p. 247°-248° C., from ethanol/water. Starting materials: CCCCc1n[nH]c(=O)n1Cc1ccc(-c2ccccc2C#N)cc1, CN(C)C=O, CCOC(C)=O, [H-], CC(C)(C)CI, [Na+]. Yields the product CCCCc1nn(CC(C)(C)C)c(=O)n1Cc1ccc(-c2ccccc2C#N)cc1. Reaction SMILES: [CH2:1]([CH2:2][CH2:3][CH3:4])[c:5]1[n:6][nH:7][c:8](=[O:25])[n:9]1[CH2:10][c:11]1[cH:12][cH:13][c:14](-[c:17]2[c:18]([C:23]#[N:24])[cH:19][cH:20][cH:21][cH:22]2)[cH:15][cH:16]1.[CH3:28][N:29]([CH3:30])[CH:31]=[O:32].[CH3:39][CH2:40][O:41][C:42](=[O:43])[CH3:44].[H-:26].[I:33][CH2:34][C:35]([CH3:36])([CH3:37])[CH3:38].[Na+:27]>>[CH2:1]([CH2:2][CH2:3][CH3:4])[c:5]1[n:6][n:7]([CH2:34][C:35]([CH3:36])([CH3:37])[CH3:38])[c:8](=[O:25])[n:9]1[CH2:10][c:11]1[cH:12][cH:13][c:14](-[c:17]2[c:18]([C:23]#[N:24])[cH:19][cH:20][cH:21][cH:22]2)[cH:15][cH:16]1. The reactants are ClC=1C=C(C=CC1)O (3-chlorophenol), [H-].[Na+] (sodium hydride), O (water), BrC(C)C1=C(C(=O)OC)C=CC=C1 (methyl 2-(1-bromoethyl)benzoate). Run in CN(C)C=O (DMF), CN(C)C=O (DMF), CN(C)C=O (DMF). The product is ClC=1C=C(OC(C)C2=C(C(=O)OC)C=CC=C2)C=CC1 (methyl 2-[1-(3-chlorophenoxy)ethyl]-benzoate). Yield: 88.0%. As a reaction SMILES: [Cl:1][C:2]1[CH:3]=[C:4]([OH:8])[CH:5]=[CH:6][CH:7]=1.[H-].[Na+].Br[CH:12]([C:14]1[CH:23]=[CH:22][CH:21]=[CH:20][C:15]=1[C:16]([O:18][CH3:19])=[O:17])[CH3:13].O>CN(C=O)C>[Cl:1][C:2]1[CH:3]=[C:4]([CH:5]=[CH:6][CH:7]=1)[O:8][CH:12]([C:14]1[CH:23]=[CH:22][CH:21]=[CH:20][C:15]=1[C:16]([O:18][CH3:19])=[O:17])[CH3:13] |f:1.2|. Procedure: A solution of 3-chlorophenol (8.2 g) in DMF (30 ml) was added dropwise to a stirred suspension of sodium hydride (1.3 g) in DMF (30 ml). An hour later, a solution of crude methyl 2-(1-bromoethyl)benzoate described above (12 g) in DMF was added with stirring. After stirring at room temperature for 2 hours, the resulting mixture was poured into water and extracted with ether. The ether extracts were washed successively with water (×2), aqueous sodium hydroxide (×2), and brine, then dried and conce... Starting materials: C(C)(=O)OCC=1C(=NC=CC1C1=CN(C(C(=C1)NC1=NC=CN=C1)=O)C)N1C(C2=C(C=C(C=C2C=N1)C(C)(C)C)F)=O ((2-(6-tert-Butyl-8-fluoro-1-oxophthalazin-2(1H)-yl)-4-(1-methyl-6-oxo-5-(pyrazin-2-ylamino)-1,6-dihydropyridin-3-yl)pyridin-3-yl)methyl Acetate), O.[OH-].[Li+] (lithium hydroxide monohydrate). The solvent is C1CCOC1.C(C)(C)O (THF i-propanol), O (water). Run at temperature 30 celsius, time 1 hour. Product: C(C)(C)(C)C=1C=C2C=NN(C(C2=C(C1)F)=O)C1=NC=CC(=C1CO)C1=CN(C(C(=C1)NC1=NC=CN=C1)=O)C (6-tert-butyl-8-fluoro-2-[3-(hydroxymethyl)-4-[1-methyl-6-oxo-5-(pyrazin-2-ylamino)-3-pyridyl]-2-pyridyl]phthalazin-1-one). The yield is 45.1%. As a reaction SMILES: C([O:4][CH2:5][C:6]1[C:7]([N:27]2[N:36]=[CH:35][C:34]3[C:29](=[C:30]([F:41])[CH:31]=[C:32]([C:37]([CH3:40])([CH3:39])[CH3:38])[CH:33]=3)[C:28]2=[O:42])=[N:8][CH:9]=[CH:10][C:11]=1[C:12]1[CH:17]=[C:16]([NH:18][C:19]2[CH:24]=[N:23][CH:22]=[CH:21][N:20]=2)[C:15](=[O:25])[N:14]([CH3:26])[CH:13]=1)(=O)C.O.[OH-].[Li+]>C1COCC1.C(O)(C)C.O>[C:37]([C:32]1[CH:33]=[C:34]2[C:29](=[C:30]([F:41])[CH:31]=1)[C:28](=[O:42])[N:27]([C:7]1[C:6]([CH2:5][OH:4])=[C:11]([C:12]3[CH:17]=[C:16]([NH:18][C:19]4[CH:24]=[N:23][CH:22]=[CH:21][N:20]=4)[C:15](=[O:25])[N:14]([CH3:26])[CH:13]=3)[CH:10]=[CH:9][N:8]=1)[N:36]=[CH:35]2)([CH3:40])([CH3:38])[CH3:39] |f:1.2.3,4.5|. Procedure details: A mixture of 160b (120 mg, 0.21 mmol) and lithium hydroxide monohydrate (88 mg, 2.1 mmol) in THF/i-propanol (4:2, 6 mL) and water (2 mL) was stirred at 30° C. for 1 h. The mixture was evaporated under reduced pressure and the residue was diluted with water (10 mL). It was then extracted with ethyl acetate (2×20 mL). The combined ethyl acetate extract was concentrated under reduced pressure and the residue was purified by reverse-phase prep-HPLC to afford 160 (50 mg, 45%) as a white solid. MS-ESI...